This data is from the Open Reaction Database (ORD), a public repository of structured organic reaction records. The task is: describe an organic reaction: reactants, conditions, products, and yield Starting materials: BrC1=CC2=C(N=C(S2)OC2CCN(CC2)C2=NC=C(C=N2)CCC)C=C1 (6-bromo-2-(1-(5-propylpyrimidin-2-yl)piperidin-4-yloxy)benzo[d]thiazole), N1(CCNCC1)C(=O)OC(C)(C)C (tert-butyl piperazine-1-carboxylate), CC(C)([O-])C.[Na+] (sodium tert-butoxide). The reagents and catalysts are C=1C=CC(=CC1)/C=C/C(=O)/C=C/C2=CC=CC=C2.C=1C=CC(=CC1)/C=C/C(=O)/C=C/C2=CC=CC=C2.C=1C=CC(=CC1)/C=C/C(=O)/C=C/C2=CC=CC=C2.[Pd].[Pd] (Pd2(dba)3), C=1C=CC(=CC1)P(C=2C=CC=CC2)C3=CC=C4C=CC=CC4=C3C5=C6C=CC=CC6=CC=C5P(C=7C=CC=CC7)C=8C=CC=CC8 (BINAP). Run in O (water), C1(=CC=CC=C1)C (toluene). Reaction conditions: temperature 80 celsius, time 8 hour. Yields the product C(CC)C=1C=NC(=NC1)N1CCC(CC1)OC=1SC2=C(N1)C=CC(=C2)N2CCN(CC2)C(=O)OC(C)(C)C (tert-Butyl 4-(2-(1-(5-propylpyrimidin-2-yl)piperidin-4-yloxy)benzo[d]thiazol-6-yl)piperazine-1-carboxylate). Isolated yield 55.4%. As a reaction SMILES: Br[C:2]1[CH:26]=[CH:25][C:5]2[N:6]=[C:7]([O:9][CH:10]3[CH2:15][CH2:14][N:13]([C:16]4[N:21]=[CH:20][C:19]([CH2:22][CH2:23][CH3:24])=[CH:18][N:17]=4)[CH2:12][CH2:11]3)[S:8][C:4]=2[CH:3]=1.[N:27]1([C:33]([O:35][C:36]([CH3:39])([CH3:38])[CH3:37])=[O:34])[CH2:32][CH2:31][NH:30][CH2:29][CH2:28]1.CC(C)([O-])C.[Na+]>C1(C)C=CC=CC=1.O.C1C=CC(/C=C/C(/C=C/C2C=CC=CC=2)=O)=CC=1.C1C=CC(/C=C/C(/C=C/C2C=CC=CC=2)=O)=CC=1.C1C=CC(/C=C/C(/C=C/C2C=CC=CC=2)=O)=CC=1.[Pd].[Pd].C1C=CC(P(C2C(C3C(P(C4C=CC=CC=4)C4C=CC=CC=4)=CC=C4C=3C=CC=C4)=C3C(C=CC=C3)=CC=2)C2C=CC=CC=2)=CC=1>[CH2:22]([C:19]1[CH:18]=[N:17][C:16]([N:13]2[CH2:14][CH2:15][CH:10]([O:9][C:7]3[S:8][C:4]4[CH:3]=[C:2]([N:30]5[CH2:29][CH2:28][N:27]([C:33]([O:35][C:36]([CH3:39])([CH3:38])[CH3:37])=[O:34])[CH2:32][CH2:31]5)[CH:26]=[CH:25][C:5]=4[N:6]=3)[CH2:11][CH2:12]2)=[N:21][CH:20]=1)[CH2:23][CH3:24] |f:2.3,6.7.8.9.10|. Reported procedure: To a degassed solution of 6-bromo-2-(1-(5-propylpyrimidin-2-yl)piperidin-4-yloxy)benzo[d]thiazole (360 mg, 0.831 mmol), tert-butyl piperazine-1-carboxylate (387 mg, 2.077 mmol), sodium tert-butoxide (319 mg, 3.32 mmol) and BINAP (10.4 mg, 0.017 mmol) in toluene (5.5 mL) was added Pd2(dba)3 (45.6 mg, 0.050 mmol). Upon completion of addition, the reaction mixture was stirred in a sealed vial at 80° C. overnight. At the conclusion of this period, the reaction mixture was cooled to rt, diluted with ...